Dataset: the Open Reaction Database (ORD), a public repository of structured organic reaction records. Task: describe an organic reaction: reactants, conditions, products, and yield Starting materials: CCOC(=O)C=C(C)C=CC=C(C)C=Cc1c(C)coc1C, CCOC(C)=O, CO. The product is CC(C=Cc1c(C)coc1C)=CC=CC(C)=CC(=O)O. Reaction SMILES: [CH2:1]([CH3:2])[O:3][C:4]([CH:5]=[C:6]([CH:7]=[CH:8][CH:9]=[C:10]([CH:11]=[CH:12][c:13]1[c:14]([CH3:19])[o:15][cH:16][c:17]1[CH3:18])[CH3:20])[CH3:21])=[O:22].[CH2:23]([O:24][C:25](=[O:26])[CH3:27])[CH3:28].[CH3:29][OH:30]>>[O:3]=[C:4]([CH:5]=[C:6]([CH:7]=[CH:8][CH:9]=[C:10]([CH:11]=[CH:12][c:13]1[c:14]([CH3:19])[o:15][cH:16][c:17]1[CH3:18])[CH3:20])[CH3:21])[OH:22]. Starting materials: BrB(Br)Br, CCOC(=O)c1cnn(-c2cccc(-c3cc(C)ccc3OC)n2)c1C(F)(F)F, ClCCl. The product is CCOC(=O)c1cnn(-c2cccc(-c3cc(C)ccc3O)n2)c1C(F)(F)F. As a reaction SMILES: [B:30]([Br:31])([Br:32])[Br:33].[CH3:1][O:2][c:3]1[c:4](-[c:10]2[cH:11][cH:12][cH:13][c:14](-[n:16]3[n:17][cH:18][c:19]([C:25](=[O:26])[O:27][CH2:28][CH3:29])[c:20]3[C:21]([F:22])([F:23])[F:24])[n:15]2)[cH:5][c:6]([CH3:9])[cH:7][cH:8]1.[Cl:34][CH2:35][Cl:36]>>[OH:2][c:3]1[c:4](-[c:10]2[cH:11][cH:12][cH:13][c:14](-[n:16]3[n:17][cH:18][c:19]([C:25](=[O:26])[O:27][CH2:28][CH3:29])[c:20]3[C:21]([F:22])([F:23])[F:24])[n:15]2)[cH:5][c:6]([CH3:9])[cH:7][cH:8]1.